This data is from the Open Reaction Database (ORD), a public repository of structured organic reaction records. The task is: describe an organic reaction: reactants, conditions, products, and yield Starting materials: C1(=CC=CC=C1)NC1=CC=CC=C1 (diphenylamine), CC(C)=C (isobutylene), C1(=CC=CC=C1)NC1=CC=CC=C1 (diphenylamine), CC(=C)CC(C)(C)C (diisobutylene), CC(=C)CC(C)(C)C (diisobutylene), CC(C)=C (isobutylene), CC(=C)CC(C)(C)C (diisobutylene). Run at temperature 140 celsius. Yields the product C(CCCCCCC)N(C1=CC=CC=C1)C1=CC=CC=C1 (monooctyldiphenylamine). RXN SMILES: [C:1]1([NH:7][C:8]2[CH:13]=[CH:12][CH:11]=[CH:10][CH:9]=2)[CH:6]=[CH:5][CH:4]=[CH:3][CH:2]=1.C[C:15]([CH2:17][C:18]([CH3:21])(C)C)=[CH2:16].[CH3:22][C:23](=C)[CH3:24]>>[CH2:22]([N:7]([C:1]1[CH:2]=[CH:3][CH:4]=[CH:5][CH:6]=1)[C:8]1[CH:9]=[CH:10][CH:11]=[CH:12][CH:13]=1)[CH2:23][CH2:24][CH2:21][CH2:18][CH2:17][CH2:15][CH3:16]. Procedure details: 3080 pounds (about 1400 kg) of diphenylamine (Aristech Chemical Corp., Pittsburgh, Pa.) and 125 pounds (about 56.8 kg) of Retrol™ F-20 clay (Engelhard Corp., Iselin, N.J.) were mixed in a reactor and heated to 140° C. for 10 minutes to drive off moisture. These components were then heated to 150° C. About 2658 pounds (443 gallons, about 1208 kg, about 1677 L) of diisobutylene (Neochem, Bayonne, N.J.) at room temperature was then added to the reactor at a rate of 50 gallons (about 189 L) per minu... Reactants: CS(=O)(=O)N (methanesulfonamide), [H-].[Na+] (sodium hydride), CC1(C(NC2=CC=C(C=C2C1)C(=O)O)C1=CC(=CC=C1)N1CCN(CC1)C)C (3,3-dimethyl-2-[3-(4-methyl-piperazin-1-yl)-phenyl]-1,2,3,4-tetrahydro-quinoline-6-carboxylic acid), C(=O)(N1C=NC=C1)N1C=NC=C1 (1,1′-carbonyldiimidazole), [H-].[Na+] (sodium hydride), CS(=O)(=O)N (methanesulfonamide). Solvent: CN(C=O)C (N,N-dimethylformamide), CN(C=O)C (N,N-dimethylformamide), CN(C=O)C (N,N-dimethylformamide). Reaction conditions: temperature 25 celsius, time 1 hour. Yields the product CC1(C(NC2=CC=C(C=C2C1)C(=O)NS(=O)(=O)C)C1=CC(=CC=C1)N1CCN(CC1)C)C (N-{3,3-dimethyl-2-[3-(4-methyl-piperazin-1-yl)-phenyl]-1,2,3,4-tetrahydro-quinoline-6-carbonyl}-methanesulfonamide). Yield: 31.7%. Reaction SMILES: [H-].[Na+].[CH3:3][S:4]([NH2:7])(=[O:6])=[O:5].[CH3:8][C:9]1([CH3:35])[CH2:18][C:17]2[C:12](=[CH:13][CH:14]=[C:15]([C:19](O)=[O:20])[CH:16]=2)[NH:11][CH:10]1[C:22]1[CH:27]=[CH:26][CH:25]=[C:24]([N:28]2[CH2:33][CH2:32][N:31]([CH3:34])[CH2:30][CH2:29]2)[CH:23]=1.C(N1C=CN=C1)(N1C=CN=C1)=O>CN(C)C=O>[CH3:8][C:9]1([CH3:35])[CH2:18][C:17]2[C:12](=[CH:13][CH:14]=[C:15]([C:19]([NH:7][S:4]([CH3:3])(=[O:6])=[O:5])=[O:20])[CH:16]=2)[NH:11][CH:10]1[C:22]1[CH:27]=[CH:26][CH:25]=[C:24]([N:28]2[CH2:33][CH2:32][N:31]([CH3:34])[CH2:30][CH2:29]2)[CH:23]=1 |f:0.1|. Reported procedure: To a suspension of 60% sodium hydride (187 mg, 4.7 mmol) in N,N-dimethylformamide (1.5 mL) was added methanesulfonamide (451 mg, 4.8 mmol) at room temperature. The resulting mixture was stirred at 25° C. for 1 h. A solution of 3,3-dimethyl-2-[3-(4-methyl-piperazin-1-yl)-phenyl]-1,2,3,4-tetrahydro-quinoline-6-carboxylic acid (180 mg, 0.47 mmol) and 1,1′-carbonyldiimidazole (155 mg, 1.0 mmol) in N,N-dimethylformamide (2.0 mL) was stirred at 70° C. After stirring at 70° C. for 1 h, the above suspen... Starting materials: C=CCN1CCCN(c2ncc(C(=O)OC)cn2)CC1, C[Al](C)C, COc1cc(CCc2cc(N)[nH]n2)cc(OC)c1, Cc1ccccc1. Product: C=CCN1CCCN(c2ncc(C(=O)Nc3cc(CCc4cc(OC)cc(OC)c4)n[nH]3)cn2)CC1. RXN SMILES: [CH2:5]([CH:6]=[CH2:7])[N:8]1[CH2:9][CH2:10][N:11]([c:15]2[n:16][cH:17][c:18]([C:21]([O:23][CH3:22])=[O:24])[cH:19][n:20]2)[CH2:12][CH2:13][CH2:14]1.[CH3:1][Al:2]([CH3:3])[CH3:4].[CH3:25][O:26][c:27]1[cH:28][c:29]([CH2:35][CH2:36][c:37]2[cH:38][c:39]([NH2:42])[nH:40][n:41]2)[cH:30][c:31]([O:33][CH3:34])[cH:32]1.[CH3:43][c:44]1[cH:45][cH:46][cH:47][cH:48][cH:49]1>>[CH2:5]([CH:6]=[CH2:7])[N:8]1[CH2:9][CH2:10][N:11]([c:15]2[n:16][cH:17][c:18]([C:21](=[O:23])[NH:42][c:39]3[cH:38][c:37]([CH2:36][CH2:35][c:29]4[cH:28][c:27]([O:26][CH3:25])[cH:32][c:31]([O:33][CH3:34])[cH:30]4)[n:41][nH:40]3)[cH:19][n:20]2)[CH2:12][CH2:13][CH2:14]1. Reactants: F[B-](F)(F)F, O=C([O-])O, CCN(C(C)C)C(C)C, Cc1nc(N2CCN(CC3CC3(F)F)C2=O)sc1C(=O)O, NCc1cccnc1, [Na+], C1CCOC1, On1nnc2ccccc21, CN(C)C(On1nnc2ccccc21)=[N+](C)C. Yields the product Cc1nc(N2CCN(CC3CC3(F)F)C2=O)sc1C(=O)NCc1cccnc1. RXN SMILES: [B-:22]([F:23])([F:24])([F:25])[F:26].[C:71](=[O:72])([OH:73])[O-:74].[CH:54]([N:55]([CH2:56][CH3:57])[CH:58]([CH3:59])[CH3:60])([CH3:61])[CH3:62].[F:1][C:2]1([F:21])[CH:3]([CH2:5][N:6]2[C:7](=[O:20])[N:8]([c:11]3[s:12][c:13]([C:17](=[O:18])[OH:19])[c:14]([CH3:16])[n:15]3)[CH2:9][CH2:10]2)[CH2:4]1.[NH2:63][CH2:64][c:65]1[cH:66][n:67][cH:68][cH:69][cH:70]1.[Na+:75].[O:76]1[CH2:77][CH2:78][CH2:79][CH2:80]1.[OH:44][n:45]1[c:46]2[cH:47][cH:48][cH:49][cH:50][c:51]2[n:52][n:53]1.[n:27]1([O:28][C:29]([N:30]([CH3:31])[CH3:32])=[N+:33]([CH3:34])[CH3:35])[c:36]2[cH:37][cH:38][cH:39][cH:40][c:41]2[n:42][n:43]1>>[F:1][C:2]1([F:21])[CH:3]([CH2:5][N:6]2[C:7](=[O:20])[N:8]([c:11]3[s:12][c:13]([C:17](=[O:19])[NH:63][CH2:64][c:65]4[cH:66][n:67][cH:68][cH:69][cH:70]4)[c:14]([CH3:16])[n:15]3)[CH2:9][CH2:10]2)[CH2:4]1. Starting materials: CCOC(=O)C(Br)Br, CC(Cc1ccc(O)c(O)c1)N(C)C(=O)OC(C)(C)C, CN(C)C=O, [K+], [K+], O=C([O-])[O-]. Yields the product CCOC(=O)C1Oc2ccc(CC(C)N(C)C(=O)OC(C)(C)C)cc2O1. Reaction SMILES: [Br:27][CH:28]([C:29](=[O:30])[O:31][CH2:32][CH3:33])[Br:34].[C:1]([CH3:2])([CH3:3])([CH3:4])[O:5][C:6]([N:7]([CH3:8])[CH:9]([CH2:10][c:11]1[cH:12][c:13]([OH:18])[c:14]([OH:17])[cH:15][cH:16]1)[CH3:19])=[O:20].[CH3:35][N:36]([CH3:37])[CH:38]=[O:39].[K+:21].[K+:22].[O-:23][C:24]([O-:25])=[O:26]>>[C:1]([CH3:2])([CH3:3])([CH3:4])[O:5][C:6]([N:7]([CH3:8])[CH:9]([CH2:10][c:11]1[cH:12][c:13]2[c:14]([cH:15][cH:16]1)[O:17][CH:28]([C:29](=[O:30])[O:31][CH2:32][CH3:33])[O:18]2)[CH3:19])=[O:20]. The reactants are CCO, FC(F)(F)c1cc(Cl)nc(-c2ccccn2)n1, Cl, Nc1cccc(OC(F)(F)F)c1, O. The product is Cl, FC(F)(F)Oc1cccc(Nc2cc(C(F)(F)F)nc(-c3ccccn3)n2)c1. As a reaction SMILES: [CH2:31]([OH:32])[CH3:33].[Cl:1][c:2]1[n:3][c:4](-[c:12]2[n:13][cH:14][cH:15][cH:16][cH:17]2)[n:5][c:6]([C:8]([F:9])([F:10])[F:11])[cH:7]1.[ClH:30].[F:18][C:19]([O:20][c:21]1[cH:22][c:23]([NH2:24])[cH:25][cH:26][cH:27]1)([F:28])[F:29].[OH2:34]>>[ClH:1].[c:2]1([NH:24][c:23]2[cH:22][c:21]([O:20][C:19]([F:18])([F:28])[F:29])[cH:27][cH:26][cH:25]2)[n:3][c:4](-[c:12]2[n:13][cH:14][cH:15][cH:16][cH:17]2)[n:5][c:6]([C:8]([F:9])([F:10])[F:11])[cH:7]1. The reactants are [O-][I+2]([O-])[O-], [I-], [K+], [K+], O, O=[N+]([O-])c1ccc(O)nc1, O=S(=O)(O)O. Product: O=[N+]([O-])c1cnc(O)c(I)c1. Reaction SMILES: [I+2:11]([O-:12])([O-:13])[O-:14].[I-:17].[K+:15].[K+:16].[OH2:23].[OH:1][c:2]1[n:3][cH:4][c:5]([N+:8](=[O:9])[O-:10])[cH:6][cH:7]1.[S:18](=[O:19])(=[O:20])([OH:21])[OH:22]>>[OH:1][c:2]1[n:3][cH:4][c:5]([N+:8](=[O:9])[O-:10])[cH:6][c:7]1[I:11]. The reactants are C(C)(=O)O (acetic acid), C(C)=O (acetaldehyde), [BH4-].[Na+] (sodium borohydride), [OH-].[Na+] (sodium hydroxide), Cl.N[C@@H](CCC(=O)OC)C(=O)OC (Dimethyl L-glutamate hydrochloride). Run in O1CCCC1 (tetrahydrofuran), C(C)(=O)OCC (ethyl acetate), O1CCCC1 (tetrahydrofuran), CO (methanol), C1(=CC=CC=C1)C (toluene). Conditions: temperature 0 celsius, time 10 minute. The product is C(C)N1[C@H](C(=O)OC)CCC1=O (methyl 1-ethyl-5-oxo-prolinate). Yield: 33.3%. RXN SMILES: Cl.[NH2:2][C@H:3]([C:10]([O:12][CH3:13])=[O:11])[CH2:4][CH2:5][C:6]([O:8]C)=O.[OH-].[Na+].[C:16](O)(=O)[CH3:17].C(=O)C.[BH4-].[Na+]>CO.O1CCCC1.C(OCC)(=O)C.C1(C)C=CC=CC=1>[CH2:16]([N:2]1[C:6](=[O:8])[CH2:5][CH2:4][C@H:3]1[C:10]([O:12][CH3:13])=[O:11])[CH3:17] |f:0.1,2.3,6.7|. Reported procedure: Dimethyl L-glutamate hydrochloride (0.500 g, 2.37 mmol) was dissolved in methanol (4 ml) and tetrahydrofuran (8 ml) and the mixture was then treated with crushed sodium hydroxide (0.099 g, 2.49 mmol) for 10 minutes. At this stage acetic acid (0.136 ml, 2.37 mmol) and acetaldehyde (0.199 ml, 3.55 mmol) were added together to the mixture as a solution in tetrahydrofuran (1 ml). After stirring for 10 minutes the mixture was cooled to 0° C. and treated with sodium borohydride pellets (0.088 g, 2.37 ...